Dataset: the Open Reaction Database (ORD), a public repository of structured organic reaction records. Task: describe an organic reaction: reactants, conditions, products, and yield Starting materials: C(CCC)(=O)C1=CC2=C(N(C(=N2)C(Cl)Cl)C)C=C1C (5-butyryl-2-dichloromethyl-1,6-dimethylbenzimidazole), C(C)(=O)[O-].[Na+] (sodium acetate). The solvent is C(C)O (ethanol). Yields the product C(CCC)(=O)C1=CC2=C(N(C(=N2)C=O)C)C=C1C (5-butyryl-1,6-dimethylbenzimidazole-2-carboxaldehyde). Reaction SMILES: [C:1]([C:6]1[C:18]([CH3:19])=[CH:17][C:9]2[N:10]([CH3:16])[C:11]([CH:13](Cl)Cl)=[N:12][C:8]=2[CH:7]=1)(=[O:5])[CH2:2][CH2:3][CH3:4].C([O-])(=[O:22])C.[Na+]>C(O)C>[C:1]([C:6]1[C:18]([CH3:19])=[CH:17][C:9]2[N:10]([CH3:16])[C:11]([CH:13]=[O:22])=[N:12][C:8]=2[CH:7]=1)(=[O:5])[CH2:2][CH2:3][CH3:4] |f:1.2|. Reported procedure: 2.0 g of 5-butyryl-2-dichloromethyl-1,6-dimethylbenzimidazole are dissolved in 100 ml of ethanol. 50 ml of a 4 N sodium acetate solution are added and the solution is refluxed for 5 hours. The solution is evaporated to dryness under reduced pressure and recrystallised from ethyl acetate/cyclohexane. 5-butyryl-1,6-dimethylbenzimidazole-2-carboxaldehyde having a melting point of 116°-118° is obtained. The reactants are CC(C)N, Fc1ccc(-c2nn3c(c2-c2ccnc(Cl)n2)CCCC3)cc1, ClCCl. Product: CC(C)Nc1nccc(-c2c(-c3ccc(F)cc3)nn3c2CCCC3)n1. As a reaction SMILES: [CH3:24][CH:25]([CH3:26])[NH2:27].[Cl:1][c:2]1[n:3][cH:4][cH:5][c:6](-[c:8]2[c:9](-[c:17]3[cH:18][cH:19][c:20]([F:23])[cH:21][cH:22]3)[n:10][n:11]3[c:12]2[CH2:13][CH2:14][CH2:15][CH2:16]3)[n:7]1.[Cl:28][CH2:29][Cl:30]>>[c:2]1([NH:27][CH:25]([CH3:24])[CH3:26])[n:3][cH:4][cH:5][c:6](-[c:8]2[c:9](-[c:17]3[cH:18][cH:19][c:20]([F:23])[cH:21][cH:22]3)[n:10][n:11]3[c:12]2[CH2:13][CH2:14][CH2:15][CH2:16]3)[n:7]1. Starting materials: C(C)OCC (Ethylether), O (water), C(C)(=O)[O-].[Na+] (sodium acetate), BrCC(=CC(=O)OCCOC1=CC=CC=C1)C (β-phenoxyethyl 4-bromo-3-methyl-2-butenoate), BrCC(=CC(=O)OCCOC1=CC=CC=C1)C (β-phenoxyethyl 4-bromo-3-methyl-2-butenoate). The product is C(C)(=O)OCC(=CC(=O)OCCOC1=CC=CC=C1)C (β-phenoxyethyl 4-acetoxy-3-methyl-2-butenoate). Reaction SMILES: [C:1]([O-:4])(=[O:3])[CH3:2].[Na+].C(OCC)C.O.Br[CH2:13][C:14]([CH3:28])=[CH:15][C:16]([O:18][CH2:19][CH2:20][O:21][C:22]1[CH:27]=[CH:26][CH:25]=[CH:24][CH:23]=1)=[O:17]>>[C:1]([O:4][CH2:13][C:14]([CH3:28])=[CH:15][C:16]([O:18][CH2:19][CH2:20][O:21][C:22]1[CH:23]=[CH:24][CH:25]=[CH:26][CH:27]=1)=[O:17])(=[O:3])[CH3:2] |f:0.1|. Procedure details: β-phenoxyethyl 4-bromo-3-methyl-2-butenoate (15g) obtained in Example 7 was refluxed with anhydrous sodium acetate (5.32g) in glacial acetic acid (15g) for 8 hours. Ethylether (300ml) and water (20ml) were added to the reaction mixture and the ether layer was washed with water, dried, and concentrated, giving a crude product (11.7g). The crude product on fractionation gave a fractionation gave a fraction (6.1g), b.p. 165°-168° C./0.6mmHg. Structural assignment for this compound was made from its... Reactants: C1(CC1)COC1=C(C=CC(=N1)C(=O)O)C(F)(F)F (6-cyclopropylmethoxy-5-trifluoromethyl-pyridine-2-carboxylic acid), CC(N)(C=1SC=CN1)C (α,α-dimethyl-2-thiazolemethanamine). Product: CC(C)(C=1SC=CN1)NC(=O)C1=NC(=C(C=C1)C(F)(F)F)OCC1CC1 (6-Cyclopropylmethoxy-5-trifluoromethyl-pyridine-2-carboxylic acid (1-methyl-1-thiazol-2-yl-ethyl)-amide). As a reaction SMILES: [CH:1]1([CH2:4][O:5][C:6]2[N:11]=[C:10]([C:12]([OH:14])=O)[CH:9]=[CH:8][C:7]=2[C:15]([F:18])([F:17])[F:16])[CH2:3][CH2:2]1.[CH3:19][C:20]([CH3:27])([C:22]1[S:23][CH:24]=[CH:25][N:26]=1)[NH2:21]>>[CH3:19][C:20]([NH:21][C:12]([C:10]1[CH:9]=[CH:8][C:7]([C:15]([F:18])([F:17])[F:16])=[C:6]([O:5][CH2:4][CH:1]2[CH2:2][CH2:3]2)[N:11]=1)=[O:14])([C:22]1[S:23][CH:24]=[CH:25][N:26]=1)[CH3:27]. Reported procedure: The title compound was synthesized in analogy to Example 1, using 6-cyclopropylmethoxy-5-trifluoromethyl-pyridine-2-carboxylic acid (Example 113 d) and α,α-dimethyl-2-thiazolemethanamine (CAN 1082393-38-1) as starting materials, MS (EI): m/e=386.0 [M+H]+. Starting materials: CC(C)C(=O)Nc1cccc(C2CCN(CCCC(O)c3ccc(Cl)cc3)CC2)c1, Oc1ccc(Cl)cc1. The product is CC(C)C(=O)Nc1cccc(C2CCN(CCCC(Oc3ccc(Cl)cc3)c3ccc(Cl)cc3)CC2)c1. As a reaction SMILES: [Cl:9][c:10]1[cH:11][cH:12][c:13]([CH:16]([CH2:17][CH2:18][CH2:19][N:20]2[CH2:21][CH2:22][CH:23]([c:26]3[cH:27][c:28]([NH:32][C:33]([CH:34]([CH3:35])[CH3:36])=[O:37])[cH:29][cH:30][cH:31]3)[CH2:24][CH2:25]2)[OH:38])[cH:14][cH:15]1.[OH:1][c:2]1[cH:3][cH:4][c:5]([Cl:6])[cH:7][cH:8]1>>[O:1]([c:2]1[cH:3][cH:4][c:5]([Cl:6])[cH:7][cH:8]1)[CH:16]([c:13]1[cH:12][cH:11][c:10]([Cl:9])[cH:15][cH:14]1)[CH2:17][CH2:18][CH2:19][N:20]1[CH2:21][CH2:22][CH:23]([c:26]2[cH:27][c:28]([NH:32][C:33]([CH:34]([CH3:35])[CH3:36])=[O:37])[cH:29][cH:30][cH:31]2)[CH2:24][CH2:25]1. The reactants are BrC1=CC=C(C=C1)C1=NN2C(C(N1)=O)=CC=C2 (2-(4-bromo-phenyl)-3H-pyrrolo[2,1-f][1,2,4]triazin-4-one), CN1N=CC(=C1)B1OC(C(O1)(C)C)(C)C (1-methyl-4-(4,4,5,5-tetramethyl-[1,3,2]dioxaborolan-2-yl)-1H-pyrazole), C(O)([O-])=O.[Na+] (sodium hydrogen carbonate). The reagents and catalysts are C1=CC=C(C=C1)P(C2=CC=CC=C2)C3=CC=CC=C3.C1=CC=C(C=C1)P(C2=CC=CC=C2)C3=CC=CC=C3.Cl[Pd]Cl (bis(triphenylphosphine)-palladium(II)-chloride). The solvent is CN(C)C=O (DMF), O (water), O (water). Conditions: temperature 40 celsius, time 18 hour. Yields the product C(C)N1N=CC(=C1)C1=CC=C(C=C1)C1=NN2C(C(N1)=O)=CC=C2 (2-[4-(1-ethyl-1H-pyrazol-4-yl)-phenyl]-3H-pyrrolo[2,1-f][1,2,4]triazin-4-one). RXN SMILES: Br[C:2]1[CH:7]=[CH:6][C:5]([C:8]2[NH:13][C:12](=[O:14])[C:11]3=[CH:15][CH:16]=[CH:17][N:10]3[N:9]=2)=[CH:4][CH:3]=1.[CH3:18][N:19]1[CH:23]=[C:22](B2OC(C)(C)C(C)(C)O2)[CH:21]=[N:20]1.[C:33](=O)([O-])O.[Na+]>CN(C=O)C.O.C1C=CC(P(C2C=CC=CC=2)C2C=CC=CC=2)=CC=1.C1C=CC(P(C2C=CC=CC=2)C2C=CC=CC=2)=CC=1.Cl[Pd]Cl>[CH2:18]([N:19]1[CH:23]=[C:22]([C:2]2[CH:7]=[CH:6][C:5]([C:8]3[NH:13][C:12](=[O:14])[C:11]4=[CH:15][CH:16]=[CH:17][N:10]4[N:9]=3)=[CH:4][CH:3]=2)[CH:21]=[N:20]1)[CH3:33] |f:2.3,6.7.8|. Procedure: A suspension of 2-(4-bromo-phenyl)-3H-pyrrolo[2,1-f][1,2,4]triazin-4-one (58.0 mg, 0.200 mmol), 1-methyl-4-(4,4,5,5-tetramethyl-[1,3,2]dioxaborolan-2-yl)-1H-pyrazole (45.8 mg, 0.22 mmol) and sodium hydrogen carbonate (20.2 mg, 0.24 mmol) in 0.4 ml DMF and 0.2 ml water is flushed with nitrogen and heated to 40° C. Then bis(triphenylphosphine)-palladium(II)-chloride (2.8 mg, 0.004 mmol) is added. The reaction mixture is heated to 80° C. and stirred at this temperature for 18 hours. The mixture is ... Reactants: CC(C)(C)OC(=O)NC1=NC(C)(c2cccc(Br)c2)COC1, CNC1CCCCC1NC, CCO, I[Cu]I, [N-]=[N+]=[N-], [Na+], O. The product is CC(C)(C)OC(=O)NC1=NC(C)(c2cccc(N=[N+]=[N-])c2)COC1. RXN SMILES: [C:1]([CH3:2])([CH3:3])([CH3:4])[O:5][C:6]([NH:7][C:8]1=[N:13][C:12]([CH3:14])([c:15]2[cH:16][c:17]([Br:21])[cH:18][cH:19][cH:20]2)[CH2:11][O:10][CH2:9]1)=[O:22].[CH3:27][NH:28][CH:29]1[CH2:30][CH2:31][CH2:32][CH2:33][CH:34]1[NH:35][CH3:36].[CH3:37][CH2:38][OH:39].[Cu:41]([I:42])[I:43].[N-:24]=[N+:25]=[N-:26].[Na+:23].[OH2:40]>>[C:1]([CH3:2])([CH3:3])([CH3:4])[O:5][C:6]([NH:7][C:8]1=[N:13][C:12]([CH3:14])([c:15]2[cH:16][c:17]([N:24]=[N+:25]=[N-:26])[cH:18][cH:19][cH:20]2)[CH2:11][O:10][CH2:9]1)=[O:22]. The reactants are O (water), C(CCCCCCCCC=C)(=O)Cl (undec-10-enoyl chloride), C(C)[C@]12[C@H](CC[C@H]2[C@H]2[C@H](CC1)[C@H]1CCC(C=C1CC2)=O)O (13β-ethyl-17β-hydroxy-gon-4-en-3-one). The solvent is C1=CC=CC=C1 (benzene), N1=CC=CC=C1 (pyridine). The product is C(C)[C@]12[C@H](CC[C@H]2[C@H]2[C@H](CC1)[C@H]1CCC(C=C1CC2)=O)OC(CCCCCCCCC=C)=O (13β-Ethyl-17β-(undec-10-enoyloxy)-gon-4-en-3-one). Reaction SMILES: [C:1](Cl)(=[O:12])[CH2:2][CH2:3][CH2:4][CH2:5][CH2:6][CH2:7][CH2:8][CH2:9][CH:10]=[CH2:11].[CH2:14]([C@:16]12[CH2:24][CH2:23][C@@H:22]3[C@@H:25]4[C:30]([CH2:31][CH2:32][C@H:21]3[C@@H:20]1[CH2:19][CH2:18][C@@H:17]2[OH:34])=[CH:29][C:28](=[O:33])[CH2:27][CH2:26]4)[CH3:15].O>C1C=CC=CC=1.N1C=CC=CC=1>[CH2:14]([C@:16]12[CH2:24][CH2:23][C@@H:22]3[C@@H:25]4[C:30]([CH2:31][CH2:32][C@H:21]3[C@@H:20]1[CH2:19][CH2:18][C@@H:17]2[O:34][C:1](=[O:12])[CH2:2][CH2:3][CH2:4][CH2:5][CH2:6][CH2:7][CH2:8][CH2:9][CH:10]=[CH2:11])=[CH:29][C:28](=[O:33])[CH2:27][CH2:26]4)[CH3:15]. Procedure details: Add undec-10-enoyl chloride (2 g.) in benzene (6 cc.) to 13β-ethyl-17β-hydroxy-gon-4-en-3-one (2 g.) in pyridine (6 cc.) at -15°. Keep the mixture at -10° for 17 hours, add to water and extract with benzene. Wash, dryand evaporate the extracts and recrystallize the residue from ethanol to obtain the title compound, m.p. 87°-88°; ultraviolet absorption peak at 240 mμ (ε17,000); infrared absorption peaks at 5.79, 6.00, 6.20 μ. The reactants are CN1CCC(COc2ccc([N+](=O)[O-])cc2)CC1, CCO, c1cn2c(-c3cn[nH]c3)cnc(Nc3ccc(OCCN4CCOCC4)cc3)c2n1, [OH-], [OH-], [Pd+2]. Yields the product CN1CCC(COc2ccc(N)cc2)CC1. Reaction SMILES: [CH3:31][N:32]1[CH2:33][CH2:34][CH:35]([CH2:38][O:39][c:40]2[cH:41][cH:42][c:43]([N+:46]([O-:47])=[O:48])[cH:44][cH:45]2)[CH2:36][CH2:37]1.[CH3:49][CH2:50][OH:51].[O:1]1[CH2:2][CH2:3][N:4]([CH2:5][CH2:6][O:7][c:8]2[cH:9][cH:10][c:11]([NH:12][c:13]3[c:14]4[n:15]([cH:16][cH:17][n:18]4)[c:19](-[c:20]4[cH:21][n:22][nH:23][cH:24]4)[cH:25][n:26]3)[cH:27][cH:28]2)[CH2:29][CH2:30]1.[OH-:52].[OH-:54].[Pd+2:53]>>[CH3:31][N:32]1[CH2:33][CH2:34][CH:35]([CH2:38][O:39][c:40]2[cH:41][cH:42][c:43]([NH2:46])[cH:44][cH:45]2)[CH2:36][CH2:37]1.